This data is from the Open Reaction Database (ORD), a public repository of structured organic reaction records. The task is: describe an organic reaction: reactants, conditions, products, and yield Reactants: COC(CCCC(=O)C1=CC=C(C(=N1)CCC(=O)OC)O)=O (5-[3-hydroxy-2-(2-methoxycarbonylethyl)-6-pyridyl]-5-oxopentanoic acid methyl ester), BrCCCC/C=C/C1=CC=C(C=C1)OC ((1E)-6-bromo-1-(4-methoxyphenyl)-1-hexene). Yields the product COC(CCCC(=O)C1=CC=C(C(=N1)CCC(=O)OC)OCCCC\C=C\C1=CC=C(C=C1)OC)=O (5-{2-(2-methoxycarbonylethyl)-3-[6-(4-methoxyphenyl)-(5E)-5-hexenyloxy]-6-pyridyl}-5-oxopentanoic acid methyl ester). Isolated yield 48.5%. Reaction SMILES: [CH3:1][O:2][C:3](=[O:22])[CH2:4][CH2:5][CH2:6][C:7]([C:9]1[N:14]=[C:13]([CH2:15][CH2:16][C:17]([O:19][CH3:20])=[O:18])[C:12]([OH:21])=[CH:11][CH:10]=1)=[O:8].Br[CH2:24][CH2:25][CH2:26][CH2:27]/[CH:28]=[CH:29]/[C:30]1[CH:35]=[CH:34][C:33]([O:36][CH3:37])=[CH:32][CH:31]=1>>[CH3:1][O:2][C:3](=[O:22])[CH2:4][CH2:5][CH2:6][C:7]([C:9]1[N:14]=[C:13]([CH2:15][CH2:16][C:17]([O:19][CH3:20])=[O:18])[C:12]([O:21][CH2:24][CH2:25][CH2:26][CH2:27]/[CH:28]=[CH:29]/[C:30]2[CH:31]=[CH:32][C:33]([O:36][CH3:37])=[CH:34][CH:35]=2)=[CH:11][CH:10]=1)=[O:8]. Procedure: Under the conditions of example 1 D, 70 mg of 5-[3-hydroxy-2-(2-methoxycarbonylethyl)-6-pyridyl]-5-oxopentanoic acid methyl ester is reacted with 58 mg of (1E)-6-bromo-1-(4-methoxyphenyl)-1-hexene, worked up, and the crude product is chromatographed on silica gel with hexane/0-5% ethyl acetate. 52 mg of 5-{2-(2-methoxycarbonylethyl)-3-[6-(4-methoxyphenyl)-(5E)-5-hexenyloxy]-6-pyridyl}-5-oxopentanoic acid methyl ester is obtained as oil. Reaction conditions: time 3 hour. The reactants are C(C)(C)N(CC)C(C)C (diisoproylethylamine), C(C)(C)(C)OC([C@H](N)C(C)C)=O (D-valine tert-butyl ester), BrC1=CC=C(OC2=CC=C(C=C2)S(=O)(=O)Cl)C=C1 (4-(4-bromophenoxy)benzene sulfonyl chloride). The yield is 64.0%. RXN SMILES: [Br:1][C:2]1[CH:18]=[CH:17][C:5]([O:6][C:7]2[CH:12]=[CH:11][C:10]([S:13](Cl)(=[O:15])=[O:14])=[CH:9][CH:8]=2)=[CH:4][CH:3]=1.C(N(C(C)C)CC)(C)C.[C:28]([O:32][C:33](=[O:39])[C@@H:34]([CH:36]([CH3:38])[CH3:37])[NH2:35])([CH3:31])([CH3:30])[CH3:29]>ClCCl>[C:28]([O:32][C:33](=[O:39])[C@@H:34]([CH:36]([CH3:37])[CH3:38])[NH:35][S:13]([C:10]1[CH:11]=[CH:12][C:7]([O:6][C:5]2[CH:17]=[CH:18][C:2]([Br:1])=[CH:3][CH:4]=2)=[CH:8][CH:9]=1)(=[O:15])=[O:14])([CH3:31])([CH3:30])[CH3:29]. Run in ClCCl (dichloromethane), ClCCl (dichloromethane). The product is C(C)(C)(C)OC([C@H](NS(=O)(=O)C1=CC=C(C=C1)OC1=CC=C(C=C1)Br)C(C)C)=O (N-[4-(4-bromophenoxy)benzenesulfonyl]-D-valine t-butyl ester). Procedure details: To a 0° C. suspension of 4-(4-bromophenoxy)benzene sulfonyl chloride (1.10 g, 3.16 mmol) in 20 mL of dichloromethane was added a solution of diisoproylethylamine (1.10 mL, 6.3 mmol) and D-valine tert-butyl ester (660 mg, 3.8 mol) in 11 mL of dichloromethane. The ice bath was removed, and the reaction was stirred for 3 h, diluted with 30 mL dichloromethane, and 30 ml of 1 M HCl was added. The layers were separated, and the aqueous layer was washed with 30 mL of dichloromethane. The combined dichl... Starting materials: OC=1C=CC2=C(CCS2)C1 (5-hydroxy-2,3-dihydrobenzothiophene), C(=O)([O-])[O-].[K+].[K+] (K2CO3), C(C=C)Br (allyl bromide). Solvent: CC(=O)C (acetone). Yields the product C(C=C)OC=1C=CC2=C(CCS2)C1 (5-Allyloxy-2,3-dihydrobenzothiophene). Isolated yield 83.3%. Reaction SMILES: [OH:1][C:2]1[CH:3]=[CH:4][C:5]2[S:9][CH2:8][CH2:7][C:6]=2[CH:10]=1.C([O-])([O-])=O.[K+].[K+].[CH2:17](Br)[CH:18]=[CH2:19]>CC(C)=O>[CH2:19]([O:1][C:2]1[CH:3]=[CH:4][C:5]2[S:9][CH2:8][CH2:7][C:6]=2[CH:10]=1)[CH:18]=[CH2:17] |f:1.2.3|. Procedure details: To a solution of 5-hydroxy-2,3-dihydrobenzothiophene (1.53 g, 10.05 mmoles) in 200 mL acetone was added K2CO3 (12.5 g, 90.45 mmoles) with good mechanical stirring. The suspension was warmed and allyl bromide (4.86 g, 40.20 mmoles) was added in one portion. The reaction mixture was then heated to reflux overnight. After cooling, the solids were removed by filtration and the filtrate concentrated. The residue was taken up in 50/50 vol/vol hexane/methylene chloride and refiltered to remove the rema... The reactants are CCC1OC(=O)c2sccc21, C1CCOC1, C[Si](C)(C)[N-][Si](C)(C)C, Cl, O=C1Cc2cc(F)ccc2N1, [Li+]. Product: CCC1OC(=C2C(=O)Nc3ccc(F)cc32)c2sccc21. Reaction SMILES: [CH2:22]([CH3:23])[CH:24]1[c:25]2[c:26]([s:30][cH:31][cH:32]2)[C:27](=[O:29])[O:28]1.[CH2:34]1[O:35][CH2:36][CH2:37][CH2:38]1.[CH3:12][Si:13]([N-:14][Si:15]([CH3:16])([CH3:17])[CH3:18])([CH3:19])[CH3:20].[ClH:33].[F:1][c:2]1[cH:3][c:4]2[c:8]([cH:9][cH:10]1)[NH:7][C:6](=[O:11])[CH2:5]2.[Li+:21]>>[F:1][c:2]1[cH:3][c:4]2[c:8]([cH:9][cH:10]1)[NH:7][C:6](=[O:11])[C:5]2=[C:27]1[c:26]2[c:25]([cH:32][cH:31][s:30]2)[CH:24]([CH2:22][CH3:23])[O:28]1. Reactants: OC1=NC(=NC(=C1C(C)C)C)S (4-Hydroxy-5-isopropyl-6-methylpyrimidine-2-thiol). The solvent is OO (hydrogen peroxide). Conditions: temperature 72.5 celsius. Yields the product OC1=NC=NC(=C1C(C)C)C (4-Hydroxy-5-isopropyl-6-methylpyrimidine). Isolated yield 38.0%. Reaction SMILES: [OH:1][C:2]1[C:7]([CH:8]([CH3:10])[CH3:9])=[C:6]([CH3:11])[N:5]=[C:4](S)[N:3]=1>OO>[OH:1][C:2]1[C:7]([CH:8]([CH3:9])[CH3:10])=[C:6]([CH3:11])[N:5]=[CH:4][N:3]=1. Procedure: 550 ml of 12 percent hydrogen peroxide solution was heated to 60° C. 4-Hydroxy-5-isopropyl-6-methylpyrimidine-2-thiol (50 g, 0.27 mole) was added in portions. The temperature was maintained at 70-75° C. by rate of addition and application of external heat. 20 min. after completion of the addition approx. 150 ml of distillate was removed under vacuum. The pH was adjusted to 7-8 by addition of 50 percent NaOH solution and the solution of was saturated with solid NaCl. The precipitated product was ... Starting materials: BrC=1C=C2CC(CNC2=CC1)NC(OC(C)(C)C)=O ((6-Bromo-1,2,3,4-tetrahydro-3-quinolinyl)carbamic acid, 1,1-dimethylethyl ester), FC(C(=O)O)(F)F (trifluoroacetic acid). Run in ClCCl (dichloromethane). Reaction conditions: time 3 hour. Yields the product BrC=1C=C2CC(CNC2=CC1)N (6-Bromo-1,2,3,4-tetrahydro-3-quinolinamine). The yield is 220.2%. Reaction SMILES: [Br:1][C:2]1[CH:3]=[C:4]2[C:9](=[CH:10][CH:11]=1)[NH:8][CH2:7][CH:6]([NH:12]C(=O)OC(C)(C)C)[CH2:5]2.FC(F)(F)C(O)=O>ClCCl>[Br:1][C:2]1[CH:3]=[C:4]2[C:9](=[CH:10][CH:11]=1)[NH:8][CH2:7][CH:6]([NH2:12])[CH2:5]2. Procedure details: To a solution of (6-Bromo-1,2,3,4-tetrahydro-3-quinolinyl)carbamic acid, 1,1-dimethylethyl ester (652 mg, 2 mmol) in dichloromethane at RT under argon was added trifluoroacetic acid (1 mL). After 3 hours, the mixture was concentrated. Chloroform (10 mL) was added and concentrated again in vacuo to afford the title compound (1 g), an oil, which was used without further purification. MS; M(+H)+=227. The reactants are [Br-], CS(C)=O, C[P+](c1ccccc1)(c1ccccc1)c1ccccc1, O=C(c1ccc(Cl)cc1)c1ccc([N+](=O)[O-])cc1Cl, [H-], [H][H], [Na+], O. Product: C=C(c1ccc(Cl)cc1)c1ccc([N+](=O)[O-])cc1Cl. As a reaction SMILES: [Br-:28].[CH3:24][S:25]([CH3:26])=[O:27].[CH3:29][P+:30]([c:31]1[cH:32][cH:33][cH:34][cH:35][cH:36]1)([c:37]1[cH:38][cH:39][cH:40][cH:41][cH:42]1)[c:43]1[cH:44][cH:45][cH:46][cH:47][cH:48]1.[Cl:5][c:6]1[c:7]([C:8](=[O:9])[c:10]2[cH:11][cH:12][c:13]([Cl:16])[cH:14][cH:15]2)[cH:17][cH:18][c:19]([N+:21](=[O:22])[O-:23])[cH:20]1.[H-:1].[H:3][H:4].[Na+:2].[OH2:49]>>[Cl:5][c:6]1[c:7]([C:8]([c:10]2[cH:11][cH:12][c:13]([Cl:16])[cH:14][cH:15]2)=[CH2:24])[cH:17][cH:18][c:19]([N+:21](=[O:22])[O-:23])[cH:20]1. Product: Cl.Cl.C(CCC)OCCOC1=CC=C(C=C1)C=1C=CC2=C(C=C(CCN2CCC)C(=O)NC2=CC=C(C=C2)CN(C2CCOCC2)C)C1 (7-[4-(2-butoxyethoxy)phenyl]-1-propyl-N-[4-[[N-methyl-N-(tetrahydropyran-4-yl)amino]methyl]phenyl]-2,3-dihydro-1H-1-benzazepine-4-carboxamide dihydrochloride). Reactants: C(CCC)OCCOC1=CC=C(C=C1)C=1C=CC2=C(C=C(CCN2CCC)C(=O)NC2=CC=C(C=C2)CN(C2CCOCC2)C)C1 (7-[4-(2-butoxyethoxy)phenyl]-1-propyl-N-[4-[[N-methyl-N-(tetrahydropyran-4-yl)amino]methyl]phenyl]-2,3-dihydro-1H-1-benzazepine-4-carboxamide), Cl.C(C)(=O)OCC (hydrochloric acid ethyl acetate). RXN SMILES: [CH2:1]([O:5][CH2:6][CH2:7][O:8][C:9]1[CH:14]=[CH:13][C:12]([C:15]2[CH:16]=[CH:17][C:18]3[N:24]([CH2:25][CH2:26][CH3:27])[CH2:23][CH2:22][C:21]([C:28]([NH:30][C:31]4[CH:36]=[CH:35][C:34]([CH2:37][N:38]([CH3:45])[CH:39]5[CH2:44][CH2:43][O:42][CH2:41][CH2:40]5)=[CH:33][CH:32]=4)=[O:29])=[CH:20][C:19]=3[CH:46]=2)=[CH:11][CH:10]=1)[CH2:2][CH2:3][CH3:4].[ClH:47].C(OCC)(=O)C>C(OCC)(=O)C>[ClH:47].[ClH:47].[CH2:1]([O:5][CH2:6][CH2:7][O:8][C:9]1[CH:10]=[CH:11][C:12]([C:15]2[CH:16]=[CH:17][C:18]3[N:24]([CH2:25][CH2:26][CH3:27])[CH2:23][CH2:22][C:21]([C:28]([NH:30][C:31]4[CH:32]=[CH:33][C:34]([CH2:37][N:38]([CH3:45])[CH:39]5[CH2:44][CH2:43][O:42][CH2:41][CH2:40]5)=[CH:35][CH:36]=4)=[O:29])=[CH:20][C:19]=3[CH:46]=2)=[CH:13][CH:14]=1)[CH2:2][CH2:3][CH3:4] |f:1.2,4.5.6|. Run at time 1 hour. Run in C(C)(=O)OCC (ethyl acetate). Reported procedure: To a solution of 7-[4-(2-butoxyethoxy)phenyl]-1-propyl-N-[4-[[N-methyl-N-(tetrahydropyran-4-yl)amino]methyl]phenyl]-2,3-dihydro-1H-1-benzazepine-4-carboxamide (16.4 g) in ethyl acetate (1500 ml) was added 4N hydrochloric acid-ethyl acetate (25 ml) at room temperature, and the mixture was stirred for 1 hour. The precipitated crystals were collected by filtration, which was purified by recrystallization (2-propanol) to give 7-[4-(2-butoxyethoxy)phenyl]-1-propyl-N-[4-[[N-methyl-N-(tetrahydropyran-4... Procedure details: A suspension of 250 mg of 5'-[2(RS)-(2,4-dichlorophenylthio)propionamido]-2',5'-dideoxy-5-ethyluridine in 10 ml of acetic acid was cooled to 0° C. and 60 mg of 30% hydrogen peroxide were added. The mixture was stirred at 0° C. for 0.5 hour and then at room temperature overnight. An additional 60 mg of 30% hydrogen peroxide were added and the mixture was stirred for 24 hours. An additional 30 mg of 30% hydrogen peroxide were added and the mixture was stirred for an additional 4 hours and then eva... The yield is 34.9%. Product: ClC1=C(C=CC(=C1)Cl)S(=O)C(C(=O)NC[C@@H]1[C@H](C[C@@H](O1)N1C(=O)NC(=O)C(=C1)CC)O)C (5'-[2(RS)-(2,4-dichlorophenylsulphinyl)propionamido]-2',5'-dideoxy-5-ethyluridine). As a reaction SMILES: [Cl:1][C:2]1[CH:7]=[C:6]([Cl:8])[CH:5]=[CH:4][C:3]=1[S:9][CH:10]([CH3:31])[C:11]([NH:13][CH2:14][C@H:15]1[O:19][C@@H:18]([N:20]2[CH:27]=[C:26]([CH2:28][CH3:29])[C:24](=[O:25])[NH:23][C:21]2=[O:22])[CH2:17][C@@H:16]1[OH:30])=[O:12].[OH:32]O>C(O)(=O)C>[Cl:1][C:2]1[CH:7]=[C:6]([Cl:8])[CH:5]=[CH:4][C:3]=1[S:9]([CH:10]([CH3:31])[C:11]([NH:13][CH2:14][C@H:15]1[O:19][C@@H:18]([N:20]2[CH:27]=[C:26]([CH2:28][CH3:29])[C:24](=[O:25])[NH:23][C:21]2=[O:22])[CH2:17][C@@H:16]1[OH:30])=[O:12])=[O:32]. Run at temperature 0 celsius, time 0.5 hour. The reactants are OO (hydrogen peroxide), ClC1=C(C=CC(=C1)Cl)SC(C(=O)NC[C@@H]1[C@H](C[C@@H](O1)N1C(=O)NC(=O)C(=C1)CC)O)C (5'-[2(RS)-(2,4-dichlorophenylthio)propionamido]-2',5'-dideoxy-5-ethyluridine), OO (hydrogen peroxide), OO (hydrogen peroxide). Run in C(C)(=O)O (acetic acid).